describe an organic reaction: reactants, conditions, products, and yield From a dataset of the Open Reaction Database (ORD), a public repository of structured organic reaction records. Reactants: CS(=O)(=O)O, Fc1ccccc1F, O=S(=O)(O)C(F)(F)F, O=S(Cl)Cl. Product: CS(=O)(=O)c1ccc(F)c(F)c1. Reaction SMILES: [CH3:5][S:6]([OH:7])(=[O:8])=[O:9].[F:10][c:11]1[cH:12][cH:13][cH:14][cH:15][c:16]1[F:17].[OH:18][S:19]([C:20]([F:21])([F:22])[F:23])(=[O:24])=[O:25].[S:1]([Cl:2])([Cl:3])=[O:4]>>[CH3:5][S:6](=[O:7])(=[O:9])[c:14]1[cH:13][cH:12][c:11]([F:10])[c:16]([F:17])[cH:15]1. Starting materials: O=C([O-])[O-], SCc1ccccc1, CN(C)C=O, Cc1cc(C2=NOC(c3cc(Cl)cc(Cl)c3)(C(F)(F)F)C2)ccc1F, [K+], [K+]. Yields the product Cc1cc(C2=NOC(c3cc(Cl)cc(Cl)c3)(C(F)(F)F)C2)ccc1SCc1ccccc1. As a reaction SMILES: [C:26](=[O:27])([O-:28])[O-:29].[CH2:32]([c:33]1[cH:34][cH:35][cH:36][cH:37][cH:38]1)[SH:39].[CH3:40][N:41]([CH3:42])[CH:43]=[O:44].[Cl:1][c:2]1[cH:3][c:4]([C:9]2([C:22]([F:23])([F:24])[F:25])[CH2:10][C:11]([c:14]3[cH:15][c:16]([CH3:21])[c:17]([F:20])[cH:18][cH:19]3)=[N:12][O:13]2)[cH:5][c:6]([Cl:8])[cH:7]1.[K+:30].[K+:31]>>[Cl:1][c:2]1[cH:3][c:4]([C:9]2([C:22]([F:23])([F:24])[F:25])[CH2:10][C:11]([c:14]3[cH:15][c:16]([CH3:21])[c:17]([S:39][CH2:32][c:33]4[cH:34][cH:35][cH:36][cH:37][cH:38]4)[cH:18][cH:19]3)=[N:12][O:13]2)[cH:5][c:6]([Cl:8])[cH:7]1. The reactants are ClC1=CC=C(C=N1)C1(CC1)C(=O)OCC (ethyl 1-(6-chloropyridin-3-yl)cyclopropanecarboxylate), N1(CCNCC1)C(=O)OC(C)(C)C (tert-butyl piperazine-1-carboxylate). Conditions: temperature 130 celsius. The product is C(C)OC(=O)C1(CC1)C=1C=CC(=NC1)N1CCN(CC1)C(=O)OC(C)(C)C (tert-Butyl 4-{5-[1-(ethoxycarbonyl)cyclopropyl]pyridin-2-yl}piperazine-1-carboxylate). As a reaction SMILES: Cl[C:2]1[N:7]=[CH:6][C:5]([C:8]2([C:11]([O:13][CH2:14][CH3:15])=[O:12])[CH2:10][CH2:9]2)=[CH:4][CH:3]=1.[N:16]1([C:22]([O:24][C:25]([CH3:28])([CH3:27])[CH3:26])=[O:23])[CH2:21][CH2:20][NH:19][CH2:18][CH2:17]1>>[CH2:14]([O:13][C:11]([C:8]1([C:5]2[CH:4]=[CH:3][C:2]([N:19]3[CH2:18][CH2:17][N:16]([C:22]([O:24][C:25]([CH3:28])([CH3:27])[CH3:26])=[O:23])[CH2:21][CH2:20]3)=[N:7][CH:6]=2)[CH2:10][CH2:9]1)=[O:12])[CH3:15]. Procedure: A mixture of ethyl 1-(6-chloropyridin-3-yl)cyclopropanecarboxylate (225.7 mg, 0.001000 mol) and tert-butyl piperazine-1-carboxylate (3.0 eq.) was heated at 130° C. for 6 h. After cooling, the mixture was flash chromatographed on a silica gel column to afford the desired product. LC/MS: 376.5 (M+H+). The reactants are ClCCl, O=[N+]([O-])c1ccc(O)c(F)c1, [Na+], O=C([O-])O, Cn1c(C2OCCCO2)cnc1-c1cc2nccc(Cl)c2s1. The product is Cn1c(C2OCCCO2)cnc1-c1cc2nccc(Oc3ccc([N+](=O)[O-])cc3F)c2s1. As a reaction SMILES: [Cl:39][CH2:40][Cl:41].[F:23][c:24]1[c:25]([OH:33])[cH:26][cH:27][c:28]([N+:30](=[O:31])[O-:32])[cH:29]1.[Na+:38].[O-:34][C:35]([OH:36])=[O:37].[O:1]1[CH:2]([c:7]2[cH:8][n:9][c:10](-[c:13]3[cH:14][c:15]4[n:16][cH:17][cH:18][c:19]([Cl:22])[c:20]4[s:21]3)[n:11]2[CH3:12])[O:3][CH2:4][CH2:5][CH2:6]1>>[O:1]1[CH:2]([c:7]2[cH:8][n:9][c:10](-[c:13]3[cH:14][c:15]4[n:16][cH:17][cH:18][c:19]([O:33][c:25]5[c:24]([F:23])[cH:29][c:28]([N+:30](=[O:31])[O-:32])[cH:27][cH:26]5)[c:20]4[s:21]3)[n:11]2[CH3:12])[O:3][CH2:4][CH2:5][CH2:6]1.